Dataset: the Open Reaction Database (ORD), a public repository of structured organic reaction records. Task: describe an organic reaction: reactants, conditions, products, and yield Reactants: CC1=CC(=NC(=C1)C)N1C(C2=CC=CC=C2C1=O)=O (2-(4,6-Dimethyl-pyridin-2-yl)-isoindole-1,3-dione), ClN1C(CCC1=O)=O (N-chlorosuccinimide), C(C1=CC=CC=C1)(=O)OOC(C1=CC=CC=C1)=O (benzoyl peroxide). Run in C(Cl)(Cl)(Cl)Cl (carbon tetrachloride). The product is ClCC1=CC(=NC(=C1)C)N1C(C2=CC=CC=C2C1=O)=O (2-(4-Chloromethyl-6-methyl-pyridin-2-yl)-isoindole-1,3-dione). Isolated yield 17.2%. RXN SMILES: [CH3:1][C:2]1[CH:7]=[C:6]([CH3:8])[N:5]=[C:4]([N:9]2[C:17](=[O:18])[C:16]3[C:11](=[CH:12][CH:13]=[CH:14][CH:15]=3)[C:10]2=[O:19])[CH:3]=1.[Cl:20]N1C(=O)CCC1=O.C(OOC(=O)C1C=CC=CC=1)(=O)C1C=CC=CC=1>C(Cl)(Cl)(Cl)Cl>[Cl:20][CH2:1][C:2]1[CH:7]=[C:6]([CH3:8])[N:5]=[C:4]([N:9]2[C:17](=[O:18])[C:16]3[C:11](=[CH:12][CH:13]=[CH:14][CH:15]=3)[C:10]2=[O:19])[CH:3]=1. Procedure details: A mixture of (29) (2.52 g, 10 mmol)), N-chlorosuccinimide (1.6 g, 12 mmol), and benzoyl peroxide (1.21 g, 5 mmol) in carbon tetrachloride (50 ml) was refluxed for 2 hr. After cooling to room temperature, the mixture was filtered and the filtrate was evaporated in vacuo. The residue was purified by silica gel column chromatography (eluent, dichloromethane:EA (95:5)) to afford 493 mg (17%) of a yellow solid; 1H NMR (200 MHz, CDCl3) δ 2.63 (3H, s), 4.48 (2H, s), 7.27 (1H, s), 7.28 (1H, s), 7.76-7.9... The reactants are ClC1=NC=2N(C=C1)N=CC2C=O (5-chloropyrazolo[1,5-a]pyrimidine-3-carbaldehyde), CC=1N(C=CN1)C=1C=C(N)C=CC1 (3-(2-methyl-1H-imidazol-1-yl)aniline). The solvent is O1CCOCC1 (dioxane). Run at temperature 120 celsius. Yields the product CC=1N(C=CN1)C=1C=C(C=CC1)NC1=NC=2N(C=C1)N=CC2C=O (5-(3-(2-methyl-1H-imidazol-1-yl)phenylamino)pyrazolo[1,5-a]pyrimidine-3-carbaldehyde). The yield is 70.1%. As a reaction SMILES: Cl[C:2]1[CH:7]=[CH:6][N:5]2[N:8]=[CH:9][C:10]([CH:11]=[O:12])=[C:4]2[N:3]=1.[CH3:13][C:14]1[N:15]([C:19]2[CH:20]=[C:21]([CH:23]=[CH:24][CH:25]=2)[NH2:22])[CH:16]=[CH:17][N:18]=1>O1CCOCC1>[CH3:13][C:14]1[N:15]([C:19]2[CH:20]=[C:21]([NH:22][C:2]3[CH:7]=[CH:6][N:5]4[N:8]=[CH:9][C:10]([CH:11]=[O:12])=[C:4]4[N:3]=3)[CH:23]=[CH:24][CH:25]=2)[CH:16]=[CH:17][N:18]=1. Reported procedure: To 5-chloropyrazolo[1,5-a]pyrimidine-3-carbaldehyde (39 mg, 0.215 mmol) in dioxane was added 3-(2-methyl-1H-imidazol-1-yl)aniline (90 mg, 0.520 mmol). The mixture was heated in microwave (200 W) for 50 minutes at 120° C. The solid formed was isolated by filtration and air dried to yield 48 mg 5-(3-(2-methyl-1H-imidazol-1-yl)phenylamino)pyrazolo[1,5-a]pyrimidine-3-carbaldehyde (70% yield). LCMS (M+1=319) Starting materials: BrC1=C(C=C(C=C1)OC)CCC(=O)C1=CC=CC=C1 (3-(2-bromo-5-methoxyphenyl)-1-phenyl-propan-1-one), C(CO)O (ethylene glycol). The product is C1(=CC=CC=C1)C1OCCO1 (2-phenyl-[1,3]dioxolane). As a reaction SMILES: BrC1C=CC(OC)=CC=1CC[C:12]([C:14]1[CH:19]=[CH:18][CH:17]=[CH:16][CH:15]=1)=[O:13].[CH2:20](O)[CH2:21][OH:22]>>[C:14]1([CH:12]2[O:13][CH2:20][CH2:21][O:22]2)[CH:15]=[CH:16][CH:17]=[CH:18][CH:19]=1. Procedure details: The product of step 2 is reacted with ethylene glycol to produce 2-[2-(2-bromo-5-methoxyphenyl)-ethyl]-2-phenyl)-ethyl]-2-phenyl-[1,3]dioxolane; Starting materials: OC=1C=CC2=C(C(C=3NC4=CC(=CC=C4C3C2=O)C#N)(C)C)C1 (8-Hydroxy-6,6-dimethyl-11-oxo-6,11-dihydro-5H-benzo[b]carbazole-3-carbonitrile), C(C)(C)(C)OC(N(CCO)CC)=O (ethyl-(2-hydroxy-ethyl)-carbamic acid tert-butyl ester). Product: C(C)(C)(C)OC(N(CC)CCOC=1C=CC2=C(C(C=3NC4=CC(=CC=C4C3C2=O)C#N)(C)C)C1)=O ([2-(3-Cyano-6,6-dimethyl-11-oxo-6,11-dihydro-5H-benzo[b]carbazol-8-yloxy)ethyl]ethyl-carbamic acid tert-butyl ester). RXN SMILES: [OH:1][C:2]1[CH:3]=[CH:4][C:5]2[C:17](=[O:18])[C:16]3[C:15]4[C:10](=[CH:11][C:12]([C:19]#[N:20])=[CH:13][CH:14]=4)[NH:9][C:8]=3[C:7]([CH3:22])([CH3:21])[C:6]=2[CH:23]=1.[C:24]([O:28][C:29](=[O:36])[N:30]([CH2:34][CH3:35])[CH2:31][CH2:32]O)([CH3:27])([CH3:26])[CH3:25]>>[C:24]([O:28][C:29](=[O:36])[N:30]([CH2:31][CH2:32][O:1][C:2]1[CH:3]=[CH:4][C:5]2[C:17](=[O:18])[C:16]3[C:15]4[C:10](=[CH:11][C:12]([C:19]#[N:20])=[CH:13][CH:14]=4)[NH:9][C:8]=3[C:7]([CH3:21])([CH3:22])[C:6]=2[CH:23]=1)[CH2:34][CH3:35])([CH3:26])([CH3:27])[CH3:25]. Procedure details: Under the same conditions as the method for synthesizing Compound A7-1, the title compound was prepared from Compound A6 and ethyl-(2-hydroxy-ethyl)-carbamic acid tert-butyl ester.